Dataset: the Open Reaction Database (ORD), a public repository of structured organic reaction records. Task: describe an organic reaction: reactants, conditions, products, and yield The reactants are CN(N)C (1,1-dimethylhydrazine), (DMSO-d6)γ, C(C)(=O)O[C@H]1[C@@H](O[C@@H]([C@H]1OC(C)=O)COC(C)=O)N1C2=NC(=NC(=C2N=C1)Cl)N (9-(2,3,5-tri-O-acetyl-β-D-ribofuranosyl)-2-amino-6-chloro-9H-purine), N (ammonia). Product: NC=1N=C(C=2N=CN([C@H]3[C@H](O)[C@H](O)[C@@H](CO)O3)C2N1)NN(C)C (2-amino-N-(dimethylamino)adenosine). Yield: 18.4%. RXN SMILES: [CH3:1][N:2]([CH3:4])[NH2:3].C([O:8][C@@H:9]1[C@H:13]([O:14]C(=O)C)[C@@H:12]([CH2:18][O:19]C(=O)C)[O:11][C@H:10]1[N:23]1[CH:31]=[N:30][C:29]2[C:24]1=[N:25][C:26]([NH2:33])=[N:27][C:28]=2Cl)(=O)C.N>>[NH2:33][C:26]1[N:27]=[C:28]([NH:3][N:2]([CH3:4])[CH3:1])[C:29]2[N:30]=[CH:31][N:23]([C:24]=2[N:25]=1)[C@@H:10]1[O:11][C@H:12]([CH2:18][OH:19])[C@@H:13]([OH:14])[C@H:9]1[OH:8]. Procedure: The title compound was prepared according to method A as described in example 4 by reacting 1,1-dimethylhydrazine (0.79 g, 13.1 mmol) with 9-(2,3,5-tri-O-acetyl-β-D-ribofuranosyl)-2-amino-6-chloro-9H-purine (4.0 g, 9.35 mmol) and debenzoylating the purified product using methanolic ammonia to provide the title 2-amino-N-(dimethylamino)adenosine (after column chromatography) as an amorphous foam (0.56 g, 45%), 1H NMR (DMSO-d6)γ 2.54 (6H, s, 2×--CH3), 3.50-3.57 (1H, m, H-5'b), 3.61-3.68 (1H, m, H-... Reactants: CN(C)C=O, CC(=O)O, CC(C)NC(C)C, CCCOc1ccc(F)c(F)c1, [Li], C1CCOC1, O. The product is CCCOc1ccc(F)c(F)c1C=O. As a reaction SMILES: [CH3:21][N:22]([CH:23]=[O:24])[CH3:25].[CH3:26][C:27](=[O:28])[OH:29].[CH:13]([NH:14][CH:15]([CH3:16])[CH3:17])([CH3:18])[CH3:19].[F:1][c:2]1[c:3]([F:12])[cH:4][c:5]([O:8][CH2:9][CH2:10][CH3:11])[cH:6][cH:7]1.[Li:20].[O:30]1[CH2:31][CH2:32][CH2:33][CH2:34]1.[OH2:35]>>[F:1][c:2]1[c:3]([F:12])[c:4]([CH:23]=[O:24])[c:5]([O:8][CH2:9][CH2:10][CH3:11])[cH:6][cH:7]1. Run at temperature 55 celsius. The solvent is C(C)#N (acetonitrile). Reactants: O (water), C(CC(C)C)ON=O (isoamylnitrite), C(C)OC(=O)C=1N(C(=C(C1N)C#N)C)C (3-amino-4-cyano-1,5-dimethyl-1H-pyrrole-2-carboxylic acid ethyl ester), ICI (diiodomethane). Product: C(C)OC(=O)C=1N(C(=C(C1I)C#N)C)C (4-cyano-3-iodo-1,5-dimethyl-1H-pyrrole-2-carboxylic acid ethyl ester). RXN SMILES: C(ON=O)CC(C)C.[CH2:9]([O:11][C:12]([C:14]1[N:15]([CH3:23])[C:16]([CH3:22])=[C:17]([C:20]#[N:21])[C:18]=1N)=[O:13])[CH3:10].[I:24]CI.O>C(#N)C>[CH2:9]([O:11][C:12]([C:14]1[N:15]([CH3:23])[C:16]([CH3:22])=[C:17]([C:20]#[N:21])[C:18]=1[I:24])=[O:13])[CH3:10]. Reported procedure: Add isoamylnitrite (2.5 Eq.) to 3-amino-4-cyano-1,5-dimethyl-1H-pyrrole-2-carboxylic acid ethyl ester (prepared in preparation 44) and diiodomethane (3.5 eq.) in acetonitrile (10 mL) with stirring at 55° C. under a nitrogen atmosphere. Slowly heat the reaction mixture to 75° C. and heat at this temperature for 3 hours. Cool to room temperature and pour into water, and extract the quenched reaction with ethyl acetate. Wash the organic extracts with water, dry over potassium carbonate, filter, and...